Dataset: the Open Reaction Database (ORD), a public repository of structured organic reaction records. Task: describe an organic reaction: reactants, conditions, products, and yield Reactants: C(C)C1(CCN(CC1)C(=O)OC(C)(C)C)C(=O)[O-] (1-tert-butyl 4-ethylpiperidine-1,4-dicarboxylate), O.NN (hydrazine monohydrate). Run in C(C)O (ethanol). Run at time 1 hour. The product is N(N)C(=O)C1CCN(CC1)C(=O)OC(C)(C)C (tert-butyl 4-(hydrazinocarbonyl)piperidine-1-carboxylate). Reaction SMILES: C([C:3]1([C:16]([O-:18])=O)[CH2:8][CH2:7][N:6]([C:9]([O:11][C:12]([CH3:15])([CH3:14])[CH3:13])=[O:10])[CH2:5][CH2:4]1)C.O.[NH2:20][NH2:21]>C(O)C>[NH:20]([C:16]([CH:3]1[CH2:8][CH2:7][N:6]([C:9]([O:11][C:12]([CH3:15])([CH3:14])[CH3:13])=[O:10])[CH2:5][CH2:4]1)=[O:18])[NH2:21] |f:1.2|. Procedure: A mixture of 1-tert-butyl 4-ethylpiperidine-1,4-dicarboxylate (21 g), hydrazine monohydrate (40 mL), and ethanol (200 mL) was heated and refluxed for 22 hours. After leaving to be cooled, the solvent was evaporated under reduced pressure, to the residue were added saturated brine and ethyl acetate, and the organic phase was separated. The organic phase was dried over magnesium sulfate and the solvent was evaporated under reduced pressure. To the residue was added diisopropyl ether, followed by s... Starting materials: O=C([O-])[O-], C=CCBr, CC(C)=O, Cc1c(CCC(=O)O)n(Cc2ccc(Cl)cc2)c2ccc(O)cc12, [K+], [K+], O. The product is C=CCOc1ccc2c(c1)c(C)c(CCC(=O)O)n2Cc1ccc(Cl)cc1. RXN SMILES: [C:25](=[O:26])([O-:27])[O-:28].[CH2:31]([CH:32]=[CH2:33])[Br:34].[CH3:35][C:36]([CH3:37])=[O:38].[Cl:1][c:2]1[cH:3][cH:4][c:5]([CH2:6][n:7]2[c:8]([CH2:18][CH2:19][C:20](=[O:21])[OH:22])[c:9]([CH3:17])[c:10]3[cH:11][c:12]([OH:16])[cH:13][cH:14][c:15]23)[cH:23][cH:24]1.[K+:29].[K+:30].[OH2:39]>>[Cl:1][c:2]1[cH:3][cH:4][c:5]([CH2:6][n:7]2[c:8]([CH2:18][CH2:19][C:20](=[O:21])[OH:22])[c:9]([CH3:17])[c:10]3[cH:11][c:12]([O:16][CH2:33][CH:32]=[CH2:31])[cH:13][cH:14][c:15]23)[cH:23][cH:24]1. The reactants are NC1=NN(CC1)C1=CC(=CC=C1)C(F)(F)F (3-Amino-1-(3-trifluoromethylphenyl)-2-pyrazoline), 2-pyridylaldehyde, 2-pyridylaldehyde, C(C)(=O)OCC (ethyl acetate). The solvent is CO (methanol), C(C)O (ethanol). Run at time 8 hour. The product is N1=C(C=CC=C1)C=NC1=NN(CC1)C1=CC(=CC=C1)C(F)(F)F (3-(2-pyridylmethyleneamino)-1-(3-trifluoromethylphenyl)-2-pyrazoline). Reaction SMILES: [NH2:1][C:2]1[CH2:6][CH2:5][N:4]([C:7]2[CH:12]=[CH:11][CH:10]=[C:9]([C:13]([F:16])([F:15])[F:14])[CH:8]=2)[N:3]=1.C(O[CH2:21][CH3:22])(=O)C>CO.C(O)C>[N:4]1[CH:7]=[CH:8][CH:9]=[CH:10][C:21]=1[CH:22]=[N:1][C:2]1[CH2:6][CH2:5][N:4]([C:7]2[CH:12]=[CH:11][CH:10]=[C:9]([C:13]([F:14])([F:16])[F:15])[CH:8]=2)[N:3]=1. Reported procedure: 3-Amino-1-(3-trifluoromethylphenyl)-2-pyrazoline in methanol (23 ml) was stirred together with 2-pyridylaldehyde at room temperature for 2 hours and then under reflux for a further 2 hours. Thin layer chromatography (SiO2, ethyl acetate) indicated that the reaction was substantially complete. After standing overnight, additional 2-pyridylaldehyde (0.5 g) was added and heating was continued for 2 hours. TLC again indicated that no further reaction had occurred. The reaction mixture was evaporated... The reactants are CC=1C(=C(C2=CC=C(C=C2C1)C)OS(=O)(=O)C(F)(F)F)C(C(=O)OCC)O (ethyl 2-(3,6-dimethyl-1-(trifluoromethylsulfonyloxy) naphthalen-2-yl)-2-hydroxyacetate), CC(=O)OI1(C=2C=CC=CC2C(=O)O1)(OC(=O)C)OC(=O)C (Dess-Martin periodinane), C(=O)(O)[O-].[Na+] (NaHCO3), [O-]S(=O)(=S)[O-].[Na+].[Na+] (Na2S2O3). Solvent: C(Cl)Cl (DCM), C(C)(C)O (isopropyl alcohol). Run at time 60 minute. The product is CC=1C(=C(C2=CC=C(C=C2C1)C)OS(=O)(=O)C(F)(F)F)C(C(=O)OCC)=O (ethyl 2-(3,6-dimethyl-1-(trifluoromethylsulfonyloxy)naphthalen-2-yl)-2-oxoacetate). RXN SMILES: [CH3:1][C:2]1[C:3]([CH:21]([OH:27])[C:22]([O:24][CH2:25][CH3:26])=[O:23])=[C:4]([O:13][S:14]([C:17]([F:20])([F:19])[F:18])(=[O:16])=[O:15])[C:5]2[C:10]([CH:11]=1)=[CH:9][C:8]([CH3:12])=[CH:7][CH:6]=2.CC(OI1(OC(C)=O)(OC(C)=O)OC(=O)C2C=CC=CC1=2)=O.C([O-])(O)=O.[Na+].[O-]S([O-])(=S)=O.[Na+].[Na+]>C(Cl)Cl.C(O)(C)C>[CH3:1][C:2]1[C:3]([C:21](=[O:27])[C:22]([O:24][CH2:25][CH3:26])=[O:23])=[C:4]([O:13][S:14]([C:17]([F:18])([F:19])[F:20])(=[O:16])=[O:15])[C:5]2[C:10]([CH:11]=1)=[CH:9][C:8]([CH3:12])=[CH:7][CH:6]=2 |f:2.3,4.5.6|. Procedure: A solution of ethyl 2-(3,6-dimethyl-1-(trifluoromethylsulfonyloxy) naphthalen-2-yl)-2-hydroxyacetate (˜22.8 g, 56 mmol) in DCM (560 mL) was treated with solid Dess-Martin periodinane (35.7 g, 84.2 mmol) at room temperature. After 60 minutes, isopropyl alcohol (25 mL) was added and allowed to stir for 30 minutes. A mixture of saturated NaHCO3 and saturated Na2S2O3 (100 mL each, diluted to 400 mL with water) was added and the resulting aqueous layer extracted with DCM. The combined organics were w... The reactants are P(=O)(Cl)(Cl)Cl (phosphoryl chloride), ClC1=C(C=CC=C1)O (o-chlorophenol). Run in N1=CC=CC=C1 (pyridine). Run at time 1 hour. Yields the product P(OC1=C(C=CC=C1)Cl)(=O)(Cl)Cl (o-chlorophenyl phosphorodichloridate), di-o-chlorophenyl phosphorochloridate. Yield: 7.3%. Reaction SMILES: [P:1]([Cl:5])(Cl)([Cl:3])=[O:2].[Cl:6][C:7]1[CH:12]=[CH:11][CH:10]=[CH:9][C:8]=1[OH:13]>N1C=CC=CC=1>[P:1]([Cl:5])([Cl:3])(=[O:2])[O:13][C:8]1[CH:9]=[CH:10][CH:11]=[CH:12][C:7]=1[Cl:6]. Procedure: To a reaction vessel there is added 113 g..phosphoryl chloride and 0.8 g. pyridine. Over a period of one hour, a total of 64 g. o-chlorophenol is added and the pot temperature is raised from 100° to 110°C. and held at 110°C. for one hour and then allowed to gradually cool to room temperature. The reaction mixture is stripped and there is obtained 108 g. product which affords, on distillation, 93.7 percent o-chlorophenyl phosphorodichloridate and 7.3 percent di-o-chlorophenyl phosphorochloridate. Starting materials: [Al+3], ClCCl, CCCCCCCCCCCCC(=O)O, CN(C)C=O, [Cl-], [Cl-], [Cl-], O, O=S(Cl)Cl, COC(=O)c1ccc[nH]1. Product: CCCCCCCCCCCCC(=O)c1c[nH]c(C(=O)OC)c1. RXN SMILES: [Al+3:21].[CH2:33]([Cl:34])[Cl:35].[CH3:1][CH2:2][CH2:3][CH2:4][CH2:5][CH2:6][CH2:7][CH2:8][CH2:9][CH2:10][CH2:11][CH2:12][C:13]([OH:14])=[O:15].[CH3:37][N:38]([CH3:39])[CH:40]=[O:41].[Cl-:20].[Cl-:22].[Cl-:23].[OH2:36].[S:16]([Cl:17])([Cl:18])=[O:19].[nH:24]1[c:25]([C:29](=[O:30])[O:31][CH3:32])[cH:26][cH:27][cH:28]1>>[CH3:1][CH2:2][CH2:3][CH2:4][CH2:5][CH2:6][CH2:7][CH2:8][CH2:9][CH2:10][CH2:11][CH2:12][C:13](=[O:14])[c:27]1[cH:26][c:25]([C:29](=[O:30])[O:31][CH3:32])[nH:24][cH:28]1. The reactants are CCC(=O)C(C)Cc1ccc(N2CC(=O)NS2(=O)=O)c(OCc2ccccc2)c1, CCO, [K], O. The product is CCC(=O)C(C)Cc1ccc(N2CC(=O)NS2(=O)=O)c(O)c1. RXN SMILES: [CH2:2]([c:3]1[cH:4][cH:5][cH:6][cH:7][cH:8]1)[O:9][c:10]1[c:11]([N:23]2[CH2:24][C:25](=[O:30])[NH:26][S:27]2(=[O:28])=[O:29])[cH:12][cH:13][c:14]([CH2:16][CH:17]([C:18]([CH2:19][CH3:20])=[O:21])[CH3:22])[cH:15]1.[CH3:31][CH2:32][OH:33].[K:1].[OH2:34]>>[OH:9][c:10]1[c:11]([N:23]2[CH2:24][C:25](=[O:30])[NH:26][S:27]2(=[O:28])=[O:29])[cH:12][cH:13][c:14]([CH2:16][CH:17]([C:18]([CH2:19][CH3:20])=[O:21])[CH3:22])[cH:15]1. Reactants: CC=1C=C(C=C(C1)C)CC#N (3,5-dimethylphenyl-acetonitrile), NC1=NC=C(C(=N1)N)C=O (2,4-diamino-5-pyrimidine-carboxaldehyde), MS(CI). Yields the product CC=1C=C(C=C(C1)C)C1=CC2=C(N=C(N=C2)N)N=C1N (6-(3,5-Dimethyl-phenyl)-pyrido[2,3-d]pyrimidine-2,7-diamine). As a reaction SMILES: [CH3:1][C:2]1[CH:3]=[C:4]([CH2:9][C:10]#[N:11])[CH:5]=[C:6]([CH3:8])[CH:7]=1.[NH2:12][C:13]1[N:18]=[C:17]([NH2:19])[C:16]([CH:20]=O)=[CH:15][N:14]=1>>[CH3:1][C:2]1[CH:3]=[C:4]([C:9]2[C:10]([NH2:11])=[N:19][C:17]3[N:18]=[C:13]([NH2:12])[N:14]=[CH:15][C:16]=3[CH:20]=2)[CH:5]=[C:6]([CH3:8])[CH:7]=1. Procedure details: The title compound was prepared according to Example 1, starting from 2.0 g of 3,5-dimethylphenyl-acetonitrile and 1.81 g of 2,4-diamino-5-pyrimidine-carboxaldehyde; mp 298°-302° C., MS(CI).